From a dataset of the Open Reaction Database (ORD), a public repository of structured organic reaction records. describe an organic reaction: reactants, conditions, products, and yield Reactants: C(C)(C)(C)OC(=O)N1C(CCCC1)CC(=O)O ((RS)-2-Carboxymethyl-piperidine-1-carboxylic acid tert-butyl ester), NC1=C(C(=CC=C1)F)N (1,2-diamino-3-fluorobenzene). The product is FC1=CC=CC=2NC(=NC21)CC2NCCCC2 ((RS)-4-Fluoro-2-piperidin-2-ylmethyl-1H-benzoimidazole). Yield: 61.6%. As a reaction SMILES: C(OC([N:8]1[CH2:13][CH2:12][CH2:11][CH2:10][CH:9]1[CH2:14][C:15](O)=O)=O)(C)(C)C.[NH2:18][C:19]1[CH:24]=[CH:23][CH:22]=[C:21]([F:25])[C:20]=1[NH2:26]>>[F:25][C:21]1[C:20]2[N:26]=[C:15]([CH2:14][CH:9]3[CH2:10][CH2:11][CH2:12][CH2:13][NH:8]3)[NH:18][C:19]=2[CH:24]=[CH:23][CH:22]=1. Procedure: (RS)-2-Carboxymethyl-piperidine-1-carboxylic acid tert-butyl ester (1.93 g) was heated with 1,2-diamino-3-fluorobenzene (1.00 g) (Kirk, K. L, J. Org. Chem., 1969, 34, 384) as described in Description 18 to afford the title compound (1.14 g).